From a dataset of the Open Reaction Database (ORD), a public repository of structured organic reaction records. describe an organic reaction: reactants, conditions, products, and yield The reactants are C#C[Si](C)(C)C, CC(Oc1ccc(Br)cn1)C1CN(Cc2ccccc2)CC1c1ccc(Cl)c(Cl)c1, C1CCOC1, CCNCC, CCOC(C)=O, [Cu]I, Cl[Pd]Cl, c1ccc(P(c2ccccc2)c2ccccc2)cc1, c1ccc(P(c2ccccc2)c2ccccc2)cc1, c1ccc(P(c2ccccc2)c2ccccc2)cc1. Yields the product CC(Oc1ccc(C#C[Si](C)(C)C)cn1)C1CN(Cc2ccccc2)CC1c1ccc(Cl)c(Cl)c1. RXN SMILES: [C:50](#[CH:51])[Si:52]([CH3:53])([CH3:54])[CH3:55].[CH2:1]([c:2]1[cH:3][cH:4][cH:5][cH:6][cH:7]1)[N:8]1[CH2:9][CH:10]([CH:21]([CH3:22])[O:23][c:24]2[n:25][cH:26][c:27]([Br:30])[cH:28][cH:29]2)[CH:11]([c:13]2[cH:14][c:15]([Cl:20])[c:16]([Cl:19])[cH:17][cH:18]2)[CH2:12]1.[CH2:56]1[O:57][CH2:58][CH2:59][CH2:60]1.[CH2:61]([NH:62][CH2:63][CH3:64])[CH3:65].[CH3:66][CH2:67][O:68][C:69](=[O:70])[CH3:71].[Cu:113][I:114].[Pd:72]([Cl:73])[Cl:74].[c:31]1([P:32]([c:33]2[cH:34][cH:35][cH:36][cH:37][cH:38]2)[c:39]2[cH:40][cH:41][cH:42][cH:43][cH:44]2)[cH:45][cH:46][cH:47][cH:48][cH:49]1.[c:75]1([P:76]([c:77]2[cH:78][cH:79][cH:80][cH:81][cH:82]2)[c:83]2[cH:84][cH:85][cH:86][cH:87][cH:88]2)[cH:89][cH:90][cH:91][cH:92][cH:93]1.[c:94]1([P:95]([c:96]2[cH:97][cH:98][cH:99][cH:100][cH:101]2)[c:102]2[cH:103][cH:104][cH:105][cH:106][cH:107]2)[cH:108][cH:109][cH:110][cH:111][cH:112]1>>[CH2:1]([c:2]1[cH:3][cH:4][cH:5][cH:6][cH:7]1)[N:8]1[CH2:9][CH:10]([CH:21]([CH3:22])[O:23][c:24]2[n:25][cH:26][c:27]([C:51]#[C:50][Si:52]([CH3:53])([CH3:54])[CH3:55])[cH:28][cH:29]2)[CH:11]([c:13]2[cH:14][c:15]([Cl:20])[c:16]([Cl:19])[cH:17][cH:18]2)[CH2:12]1. The reactants are C(CCCCCC)C(=CC(=O)C1=CNC2=CC=CC=C12)CCCCCCC (3-(3-heptyl-2-decenoyl)indole), C(CCCCCC)(=O)C1=CNC2=CC=CC=C12 (3-heptanoylindole), BrCCCC(=O)OCC1=CC=C(C=C1)OC (4-methoxybenzyl 4-bromobutyrate). Product: C(CCCCCC)C(=CC(=O)C1=CN(C2=CC=CC=C12)CCCC(=O)OCC1=CC=C(C=C1)OC)CCCCCCC (4-methoxybenzyl 4-[3-(3-heptyl-2-decenoyl)-1-indolyl]butyrate). As a reaction SMILES: [CH2:1]([C:8]([CH2:21][CH2:22][CH2:23][CH2:24][CH2:25][CH2:26][CH3:27])=[CH:9][C:10]([C:12]1[C:20]2[C:15](=[CH:16][CH:17]=[CH:18][CH:19]=2)[NH:14][CH:13]=1)=[O:11])[CH2:2][CH2:3][CH2:4][CH2:5][CH2:6][CH3:7].C(C1C2C(=CC=CC=2)NC=1)(=O)CCCCCC.Br[CH2:46][CH2:47][CH2:48][C:49]([O:51][CH2:52][C:53]1[CH:58]=[CH:57][C:56]([O:59][CH3:60])=[CH:55][CH:54]=1)=[O:50]>>[CH2:21]([C:8]([CH2:1][CH2:2][CH2:3][CH2:4][CH2:5][CH2:6][CH3:7])=[CH:9][C:10]([C:12]1[C:20]2[C:15](=[CH:16][CH:17]=[CH:18][CH:19]=2)[N:14]([CH2:46][CH2:47][CH2:48][C:49]([O:51][CH2:52][C:53]2[CH:58]=[CH:57][C:56]([O:59][CH3:60])=[CH:55][CH:54]=2)=[O:50])[CH:13]=1)=[O:11])[CH2:22][CH2:23][CH2:24][CH2:25][CH2:26][CH3:27]. Procedure: The procedure of Ex. 1 was repeated except that 3-(3-heptyl-2-decenoyl)indole obtained in Pre. Ex. 26 was used in place of 3-heptanoylindole, and 4-methoxybenzyl 4-bromobutyrate was used in place of 4-bromobutyrate to give 4-methoxybenzyl 4-[3-(3-heptyl-2-decenoyl)-1-indolyl]butyrate as an oil. Reactants: BrC=1C=C(C=CC1F)C=1N=C(N=NC1)SC (5-(3-bromo-4-fluorophenyl)-3-methylsulfanyl-[1,2,4]triazine), cuprous 3-methylsalicylate, C(CCC)[Sn](C1=NC=CC=C1)(CCCC)CCCC (2-(tri-n-butylstannyl)pyridine), [Cl-].[Li+] (lithium chloride). Reagents/catalysts: C=1C=CC(=CC1)[P](C=2C=CC=CC2)(C=3C=CC=CC3)[Pd]([P](C=4C=CC=CC4)(C=5C=CC=CC5)C=6C=CC=CC6)([P](C=7C=CC=CC7)(C=8C=CC=CC8)C=9C=CC=CC9)[P](C=1C=CC=CC1)(C=1C=CC=CC1)C=1C=CC=CC1 (tetrakis(triphenylphosphine)palladium(0)). The solvent is O1CCOCC1 (1,4-dioxane), C(Cl)Cl (DCM). Run at temperature 60 celsius. Product: FC1=C(C=C(C=C1)C=1N=C(N=NC1)C1=NC=CC=C1)C1=NC=CC=C1 (5-[4-fluoro-3-(pyridin-2-yl)phenyl]-3-(pyridin-2-yl)-[1,2,4]triazine). The yield is 15.9%. As a reaction SMILES: Br[C:2]1[CH:3]=[C:4]([C:9]2[N:10]=[C:11](SC)[N:12]=[N:13][CH:14]=2)[CH:5]=[CH:6][C:7]=1[F:8].C([Sn](CCCC)(CCCC)[C:22]1[CH:27]=[CH:26][CH:25]=[CH:24][N:23]=1)CCC.[Cl-].[Li+]>O1CCOCC1.C(Cl)Cl.C1C=CC([P]([Pd]([P](C2C=CC=CC=2)(C2C=CC=CC=2)C2C=CC=CC=2)([P](C2C=CC=CC=2)(C2C=CC=CC=2)C2C=CC=CC=2)[P](C2C=CC=CC=2)(C2C=CC=CC=2)C2C=CC=CC=2)(C2C=CC=CC=2)C2C=CC=CC=2)=CC=1>[F:8][C:7]1[CH:6]=[CH:5][C:4]([C:9]2[N:10]=[C:11]([C:22]3[CH:27]=[CH:26][CH:25]=[CH:24][N:23]=3)[N:12]=[N:13][CH:14]=2)=[CH:3][C:2]=1[C:24]1[CH:25]=[CH:26][CH:27]=[CH:22][N:23]=1 |f:2.3,^1:50,52,71,90|. Procedure details: To a mixture of 5-(3-bromo-4-fluorophenyl)-3-methylsulfanyl-[1,2,4]triazine (0.2 g, 0.67 mmol), cuprous 3-methylsalicylate (0.315 g, 1.5 mmol), 2-(tri-n-butylstannyl)pyridine (0.736 g, 2.2 mmol) and lithium chloride (0.085 g, 2.0 mmol) in dry 1,4-dioxane (8 ml) was added tetrakis(triphenylphosphine)palladium(0) (0.077 g, 0.032 mmol) and the mixture heated at 60° C. Fog 24 h. The reaction was allowed to cool to ambient temperature, diluted with DCM (20 ml) and washed with 10% ammonia solution (10... Reactants: [H][H] (hydrogen), Br DMMA, N[C@@H](CC1=CC=CN=C1)C(=O)O.N[C@@H](CS)C(=O)O (Pal cysteine), [S] (sulfur), NCC(=O)O (glycine), [OH-].[Na+] (NaOH). Solvent: Cl (HCl). Reaction conditions: temperature 25 celsius, time 2 hour. Product: C/C(/C(=O)O)=C/C(=O)O (2-methyl maleic acid). Isolated yield 56.0%. Reaction SMILES: [H][H].[S].NC[C:6]([OH:8])=[O:7].N[C@H:10]([C:18]([OH:20])=[O:19])[CH2:11][C:12]1C=NC=CC=1.N[C@H](C(O)=O)CS.[OH-].[Na+]>Cl>[CH3:12]/[C:11](=[CH:10]/[C:18]([OH:20])=[O:19])/[C:6]([OH:8])=[O:7] |f:3.4,5.6,^3:2|. Reported procedure: With reference to Scheme 1, Br-DMMA is reacted with Pal-cysteine to afford a Pal-cysteine thiol ether of Formula III where R1 is hydrogen, R2 is methyl, R3 is palmityl (C15H31), X is sulfur, Y is a glycine radical (—NHCH(CO2H)—), n=1 and m=1. The reaction is carried out by adding Br-DMMA (0.3 g, 0.0014 mol) directly to a suspension of Pal-cysteine in 30 ml diluted HCl at room temperature. The pH of the mixture was gradually adjusted to 7, 9 and finally 11, using 1N NaOH. The pH of the mixture wa... Reactants: C([O-])([O-])=O.[K+].[K+] (potassium carbonate), OO (Hydrogen peroxide), Cl.C(C=C)N1C(=C(C=2C1=C(N=CC2)N2CC1=CC=CC=C1CC2)SC)C (2-(1-allyl-2-methyl-3-methylsulfanyl-1H-pyrrolo[2,3-c]pyridin-7-yl)-1,2,3,4-tetrahydroisoquinoline hydrochloride), S(=S)(=O)([O-])[O-].[Na+].[Na+] (sodium thiosulfate). The solvent is C(C)(=O)O (acetic acid). Conditions: time 30 minute. Product: Cl.C(C=C)N1C(=C(C=2C1=C(N=CC2)N2CC1=CC=CC=C1CC2)S(=O)C)C (2-(1-allyl-3-methylsulfinyl-2-methyl-1H-pyrrolo[2,3-c]pyridin-7-yl)-1,2,3,4-tetrahydroisoquinoline hydrochloride). As a reaction SMILES: OO.[ClH:3].[CH2:4]([N:7]1[C:11]2=[C:12]([N:16]3[CH2:25][CH2:24][C:23]4[C:18](=[CH:19][CH:20]=[CH:21][CH:22]=4)[CH2:17]3)[N:13]=[CH:14][CH:15]=[C:10]2[C:9]([S:26][CH3:27])=[C:8]1[CH3:28])[CH:5]=[CH2:6].S([O-])([O-])(=[O:31])=S.[Na+].[Na+].C(=O)([O-])[O-].[K+].[K+]>C(O)(=O)C>[ClH:3].[CH2:4]([N:7]1[C:11]2=[C:12]([N:16]3[CH2:25][CH2:24][C:23]4[C:18](=[CH:19][CH:20]=[CH:21][CH:22]=4)[CH2:17]3)[N:13]=[CH:14][CH:15]=[C:10]2[C:9]([S:26]([CH3:27])=[O:31])=[C:8]1[CH3:28])[CH:5]=[CH2:6] |f:1.2,3.4.5,6.7.8,10.11|. Procedure: Hydrogen peroxide (50 wt. %, 100 μl) was added to a solution of 2-(1-allyl-2-methyl-3-methylsulfanyl-1H-pyrrolo[2,3-c]pyridin-7-yl)-1,2,3,4-tetrahydroisoquinoline hydrochloride (45 mg, 0.12 mmol) prepared in Example 631 in acetic acid (3 ml). The reaction mixture was stirred for 30 minutes at room temperature and sodium thiosulfate was added thereto. The reaction mixture was basified with a potassium carbonate solution and then extracted with dichloromethane. The organic layer was dried on anhyd... Reactants: C#Cc1cccc(Nc2ncnc3oc4c(c23)CCNC4)c1, CN(C)CC=CC(=O)O, Cl. The product is C#Cc1cccc(Nc2ncnc3oc4c(c23)CCN(C(=O)C=CCN(C)C)C4)c1. RXN SMILES: [C:1](#[CH:2])[c:3]1[cH:4][c:5]([NH:9][c:10]2[c:11]3[c:12]([n:13][cH:14][n:15]2)[o:16][c:17]2[c:18]3[CH2:19][CH2:20][NH:21][CH2:22]2)[cH:6][cH:7][cH:8]1.[CH3:24][N:25]([CH2:26][CH:27]=[CH:28][C:29](=[O:30])[OH:31])[CH3:32].[ClH:23]>>[C:1](#[CH:2])[c:3]1[cH:4][c:5]([NH:9][c:10]2[c:11]3[c:12]([n:13][cH:14][n:15]2)[o:16][c:17]2[c:18]3[CH2:19][CH2:20][N:21]([C:29]([CH:28]=[CH:27][CH2:26][N:25]([CH3:24])[CH3:32])=[O:30])[CH2:22]2)[cH:6][cH:7][cH:8]1. Reactants: C(#N)CC(CN)COC(NCCCCCCCCCCCCCCCCCC)=O (2-cyanomethyl-3-n-octadecylcarbamoyloxypropylamine), ClCCCS(=O)(=O)NCC(CSCCCCCCCCCCCCCCCC)OC (3-(3-chloropropylsulfonylamino)-1-hexadecylthio-2-methoxypropane). Product: ClCCCS(=O)(=O)NCC(COC(NCCCCCCCCCCCCCCCCCC)=O)CC#N (1-(3-chloropropylsulfonylamino)-2-cyanomethyl-3-octadecylcarbamoyloxypropane). As a reaction SMILES: [C:1]([CH2:3][CH:4]([CH2:7][O:8][C:9](=[O:29])[NH:10][CH2:11][CH2:12][CH2:13][CH2:14][CH2:15][CH2:16][CH2:17][CH2:18][CH2:19][CH2:20][CH2:21][CH2:22][CH2:23][CH2:24][CH2:25][CH2:26][CH2:27][CH3:28])[CH2:5][NH2:6])#[N:2].[Cl:30][CH2:31][CH2:32][CH2:33][S:34](NCC(OC)CSCCCCCCCCCCCCCCCC)(=[O:36])=[O:35]>>[Cl:30][CH2:31][CH2:32][CH2:33][S:34]([NH:6][CH2:5][CH:4]([CH2:3][C:1]#[N:2])[CH2:7][O:8][C:9](=[O:29])[NH:10][CH2:11][CH2:12][CH2:13][CH2:14][CH2:15][CH2:16][CH2:17][CH2:18][CH2:19][CH2:20][CH2:21][CH2:22][CH2:23][CH2:24][CH2:25][CH2:26][CH2:27][CH3:28])(=[O:36])=[O:35]. Procedure details: The crude 2-cyanomethyl-3-n-octadecylcarbamoyloxypropylamine IVn2 which was prepared above is allowed to react by the same procedure as described in (4). The summary of the experimental condition and the physical data of the product are listed in Table 7.